From a dataset of the Open Reaction Database (ORD), a public repository of structured organic reaction records. describe an organic reaction: reactants, conditions, products, and yield The reactants are [Si](C)(C)(C(C)(C)C)OCC1=CC(=C(OC(C(=O)OC)C2=CC=CC=C2)C=C1)CCC (methyl 2-(4-tert-butyldimethylsilyloxymethyl-2-propylphenoxy)-2-phenylacetate), [OH-].[Na+] (NaOH). The solvent is CO (methanol). Reaction conditions: time 3 hour. Product: [Si](C)(C)(C(C)(C)C)OCC1=CC(=C(OC(C(=O)O)C2=CC=CC=C2)C=C1)CCC (2-(4-tert-butyldimethylsilyloxymethyl-2-propylphenoxy)-2-phenylacetic acid). Isolated yield 51.2%. RXN SMILES: [Si:1]([O:8][CH2:9][C:10]1[CH:27]=[CH:26][C:13]([O:14][CH:15]([C:20]2[CH:25]=[CH:24][CH:23]=[CH:22][CH:21]=2)[C:16]([O:18]C)=[O:17])=[C:12]([CH2:28][CH2:29][CH3:30])[CH:11]=1)([C:4]([CH3:7])([CH3:6])[CH3:5])([CH3:3])[CH3:2].[OH-].[Na+]>CO>[Si:1]([O:8][CH2:9][C:10]1[CH:27]=[CH:26][C:13]([O:14][CH:15]([C:20]2[CH:25]=[CH:24][CH:23]=[CH:22][CH:21]=2)[C:16]([OH:18])=[O:17])=[C:12]([CH2:28][CH2:29][CH3:30])[CH:11]=1)([C:4]([CH3:7])([CH3:6])[CH3:5])([CH3:2])[CH3:3] |f:1.2|. Reported procedure: To a solution of 1.875 g (4.38 mmol) of the product of Step K in methanol (20 mL) was added 1N NaOH (4.82 mL, 4.82 mmol) at rt. The solution was stirred at rt for 3 hours. After the solvent was evaporated under reduced pressure, the residue was dissolved in H2O (30 mL) and washed with ethyl acetate (30 mL). The aqueous layer was acidified to pH=3 with 2N HCl. A milky emulsion was extracted with ethyl acetate (3×). The combined organic layer was washed with brine, and was dried over anhydrous MgS... Starting materials: CC(C)(C)[Si](C)(C)OCC(N(Cc1ccccc1)C(=O)[O-])C(F)(F)F, CO. Yields the product CC(C)(C)[Si](C)(C)OCC(N)C(F)(F)F. Reaction SMILES: [CH2:1]([c:5]1[cH:6][cH:7][cH:9][cH:10][cH:11]1)[N:8]([C:2](=[O:3])[O-:4])[CH:12]([C:13]([F:14])([F:15])[F:16])[CH2:17][O:18][Si:19]([CH3:20])([CH3:21])[C:22]([CH3:23])([CH3:24])[CH3:25].[CH3:26][OH:27]>>[NH2:8][CH:12]([C:13]([F:14])([F:15])[F:16])[CH2:17][O:18][Si:19]([CH3:20])([CH3:21])[C:22]([CH3:23])([CH3:24])[CH3:25]. The reactants are O([Na])C (NaOCH3), C1(=CC=CC=C1)S(=O)(=O)N1C(=C(C=C1)C(F)(F)F)C(=O)OC (methyl 1-(benzenesulfonyl)-3-(trifluoromethyl)-1H-pyrrole-2-carboxylate), FC(C(F)(F)F)(C1=C(N(C=C1)S(=O)(=O)C1=CC=CC=C1)C(=O)OC)F (methyl 3-(perfluoroethyl)-1-(phenylsulfonyl)-1H-pyrrole-2-carboxylate). Solvent: O1CCCC1 (tetrahydrofuran). Run at temperature 0 celsius, time 30 minute. Yields the product FC(C1=C(NC=C1)C(=O)OC)(F)F (methyl 3-(trifluoromethyl)-1H-pyrrole-2-carboxylate), FC(C(F)(F)F)(C1=C(N(C=C1)S(=O)(=O)C1=CC=CC=C1)C(=O)OC)F (methyl 3-(perfluoroethyl)-1-(phenylsulfonyl)-1H-pyrrole-2-carboxylate). As a reaction SMILES: C1(S([N:10]2[CH:14]=[CH:13][C:12]([C:15]([F:18])([F:17])[F:16])=[C:11]2[C:19]([O:21][CH3:22])=[O:20])(=O)=O)C=CC=CC=1.[F:23][C:24]([F:47])([C:29]1[CH:33]=[CH:32][N:31]([S:34]([C:37]2[CH:42]=[CH:41][CH:40]=[CH:39][CH:38]=2)(=[O:36])=[O:35])[C:30]=1[C:43]([O:45][CH3:46])=[O:44])[C:25]([F:28])([F:27])[F:26].O(C)[Na]>O1CCCC1>[F:18][C:15]([F:16])([F:17])[C:12]1[CH:13]=[CH:14][NH:10][C:11]=1[C:19]([O:21][CH3:22])=[O:20].[F:47][C:24]([F:23])([C:29]1[CH:33]=[CH:32][N:31]([S:34]([C:37]2[CH:42]=[CH:41][CH:40]=[CH:39][CH:38]=2)(=[O:36])=[O:35])[C:30]=1[C:43]([O:45][CH3:46])=[O:44])[C:25]([F:28])([F:27])[F:26]. Reported procedure: Into a 100-mL round-bottom flask, was placed methyl 1-(benzenesulfonyl)-3-(trifluoromethyl)-1H-pyrrole-2-carboxylate and methyl 3-(perfluoroethyl)-1-(phenylsulfonyl)-1H-pyrrole-2-carboxylate (1.8 g, 5.40 mmol, 1.00 equiv) and tetrahydrofuran (15.0 mL). To the resulting mixture was then added NaOCH3 (1.17 g, 21.67 mmol, 4.01 equiv), in portions at 0° C. The resulting solution was stirred for 30 min at 0° C. in a water/ice bath. The reaction progress was monitored by LCMS. The reaction was then qu... Yields the product COC(=O)[C@H]1N(C[C@@H](C1)S(=O)(=O)C1=C(C=CC=C1)Cl)C=1N(N=C(C1)C)CC1=CC=C(C=C1)Cl ((2S,4R)-4-(2-Chloro-benzenesulfonyl)-1-[2-(4-chloro-benzyl)-5-methyl-2H-pyrazol-3-yl]-pyrrolidine-2-carboxylic acid methyl ester). RXN SMILES: [CH3:1][O:2][C:3]([C@@H:5]1[CH2:9][C@@H:8]([S:10]([C:13]2[CH:18]=[CH:17][CH:16]=[CH:15][C:14]=2[Cl:19])(=[O:12])=[O:11])[CH2:7][N:6]1[C:20](=S)[CH2:21][C:22](=O)[CH3:23])=[O:4].[Cl:26][C:27]1[CH:35]=[CH:34][C:30]([CH2:31][NH:32][NH2:33])=[CH:29][CH:28]=1>>[CH3:1][O:2][C:3]([C@@H:5]1[CH2:9][C@@H:8]([S:10]([C:13]2[CH:18]=[CH:17][CH:16]=[CH:15][C:14]=2[Cl:19])(=[O:12])=[O:11])[CH2:7][N:6]1[C:20]1[N:32]([CH2:31][C:30]2[CH:34]=[CH:35][C:27]([Cl:26])=[CH:28][CH:29]=2)[N:33]=[C:22]([CH3:23])[CH:21]=1)=[O:4]. Starting materials: COC(=O)[C@H]1N(C[C@@H](C1)S(=O)(=O)C1=C(C=CC=C1)Cl)C(CC(C)=O)=S ((2S,4R)-4-(2-chloro-benzenesulfonyl)-1-(3-oxo-thiobutyryl)-pyrrolidine-2-carboxylic acid methyl ester), ClC1=CC=C(CNN)C=C1 ((4-chloro-benzyl)-hydrazine). Procedure details: In analogy to the procedure described in example 192 h, (2S,4R)-4-(2-chloro-benzenesulfonyl)-1-(3-oxo-thiobutyryl)-pyrrolidine-2-carboxylic acid methyl ester (example 253c) was reacted with (4-chloro-benzyl)-hydrazine (CAS Reg. No. 25198-45-2) to give the title compound as orange oil. MS (ESI): m/z=508.0 [M+H]+.